From a dataset of the Open Reaction Database (ORD), a public repository of structured organic reaction records. describe an organic reaction: reactants, conditions, products, and yield Product: Cl.C(C)(C)(C)C1=NOC(=N1)CCCSC1=C(C=CC=2CCNCCC21)Cl (6-[3-(3-tert-Butyl-[1,2,4]oxadiazol-5-yl)-propylthio]-7-chloro-2,3,4,5-tetrahydro-1H-benzo[d]azepine Hydrochloride). As a reaction SMILES: C(OC([N:8]1[CH2:14][CH2:13][C:12]2[C:15]([S:20][C:21](=O)N(C)C)=[C:16]([Cl:19])[CH:17]=[CH:18][C:11]=2[CH2:10][CH2:9]1)=O)(C)(C)C.BrC[CH2:28][CH2:29][C:30]1[O:34][N:33]=[C:32]([C:35]([CH3:38])([CH3:37])[CH3:36])[N:31]=1>>[ClH:19].[C:35]([C:32]1[N:31]=[C:30]([CH2:29][CH2:28][CH2:21][S:20][C:15]2[C:12]3[CH2:13][CH2:14][NH:8][CH2:9][CH2:10][C:11]=3[CH:18]=[CH:17][C:16]=2[Cl:19])[O:34][N:33]=1)([CH3:38])([CH3:37])[CH3:36] |f:2.3|. Procedure details: Use a method similar to the Example 387, using 3-tert-butoxycarbonyl-7-chloro-6-dimethylcarbamoylthio-2,3,4,5-tetrahydro-1H-benzo[d]azepine and 5-(3-bromopropyl)-3-tert-butyl-[1,2,4]oxadiazole to give, after deprotection using a method similar to the General Procedure 1-4, the title compound as a white solid. MS (APCI+) m/z 380 (M+H)+. Starting materials: C(C)(C)(C)OC(=O)N1CCC2=C(CC1)C(=C(C=C2)Cl)SC(N(C)C)=O (3-tert-butoxycarbonyl-7-chloro-6-dimethylcarbamoylthio-2,3,4,5-tetrahydro-1H-benzo[d]azepine), BrCCCC1=NC(=NO1)C(C)(C)C (5-(3-bromopropyl)-3-tert-butyl-[1,2,4]oxadiazole).